From a dataset of the Open Reaction Database (ORD), a public repository of structured organic reaction records. describe an organic reaction: reactants, conditions, products, and yield Reactants: BrC=1C=C(C(=C(C1)OC=1C(=C(C=CC1Cl)CN)F)Cl)F (({3-[(5-bromo-2-chloro-3-fluorophenyl)oxy]-4-chloro-2-fluorophenyl}methyl)amine), C(#N)[Zn]C#N (dicyanozinc), CN(C)C=O (DMF). The reagents and catalysts are C=1C=CC(=CC1)[P](C=2C=CC=CC2)(C=3C=CC=CC3)[Pd]([P](C=4C=CC=CC4)(C=5C=CC=CC5)C=6C=CC=CC6)([P](C=7C=CC=CC7)(C=8C=CC=CC8)C=9C=CC=CC9)[P](C=1C=CC=CC1)(C=1C=CC=CC1)C=1C=CC=CC1 (tetrakis(triphenylphosphine)palladium(0)). The solvent is C(CC)O (n-propanol). Reaction conditions: temperature 120 celsius. Yields the product NCC=1C(=C(C(=CC1)Cl)OC=1C=C(C#N)C=C(C1Cl)F)F (3-{[3-(aminomethyl)-6-chloro-2-fluorophenyl]oxy}-4-chloro-5-fluorobenzonitrile). Isolated yield 89.8%. As a reaction SMILES: Br[C:2]1[CH:3]=[C:4]([F:20])[C:5]([Cl:19])=[C:6]([O:8][C:9]2[C:10]([F:18])=[C:11]([CH2:16][NH2:17])[CH:12]=[CH:13][C:14]=2[Cl:15])[CH:7]=1.[C:21]([Zn]C#N)#[N:22].CN(C=O)C>C(O)CC.C1C=CC([P]([Pd]([P](C2C=CC=CC=2)(C2C=CC=CC=2)C2C=CC=CC=2)([P](C2C=CC=CC=2)(C2C=CC=CC=2)C2C=CC=CC=2)[P](C2C=CC=CC=2)(C2C=CC=CC=2)C2C=CC=CC=2)(C2C=CC=CC=2)C2C=CC=CC=2)=CC=1>[NH2:17][CH2:16][C:11]1[C:10]([F:18])=[C:9]([O:8][C:6]2[CH:7]=[C:2]([CH:3]=[C:4]([F:20])[C:5]=2[Cl:19])[C:21]#[N:22])[C:14]([Cl:15])=[CH:13][CH:12]=1 |^1:38,40,59,78|. Procedure details: ({3-[(5-bromo-2-chloro-3-fluorophenyl)oxy]-4-chloro-2-fluorophenyl}methyl)amine (3.00 g, 7.83 mmol) was combined with dicyanozinc (0.460 g, 3.92 mmol) and tetrakis(triphenylphosphine)palladium(0) (0.453 g, 0.392 mmol) in n-propanol (15 mL) and heated at 120° C. for 25 min in a microwave reactor under an inert atmosphere. DMF (8 mL) was added and the reaction mixture was again heated at 120° C. for 90 min in a microwave reactor at which time LC-MS indicated complete conversion. The reaction mixtu... The reactants are CC(C)(C)OC(=O)N1CCC2(CC1)CC(=O)c1cc(Br)ccc1O2, CC(C)(C)OC(=O)c1cncc(Br)c1, O=C([O-])[O-], CCOC(C)=O, [Na+], [Na+], CC(=O)[O-], CC(=O)[O-], C1COCCO1, O, [Pd+2], c1ccc(P(c2ccccc2)(c2ccccc2)[Pd](P(c2ccccc2)(c2ccccc2)c2ccccc2)(P(c2ccccc2)(c2ccccc2)c2ccccc2)P(c2ccccc2)(c2ccccc2)c2ccccc2)cc1. Yields the product CC(C)(C)OC(=O)c1cncc(-c2ccc3c(c2)C(=O)CC2(CCN(C(=O)OC(C)(C)C)CC2)O3)c1. As a reaction SMILES: [Br:1][c:2]1[cH:3][c:4]2[c:9]([cH:10][cH:11]1)[O:8][C:7]1([CH2:6][C:5]2=[O:24])[CH2:12][CH2:13][N:14]([C:17](=[O:18])[O:19][C:20]([CH3:21])([CH3:22])[CH3:23])[CH2:15][CH2:16]1.[C:25]([CH3:26])([CH3:27])([CH3:28])[O:29][C:30]([c:31]1[cH:32][n:33][cH:34][c:35]([Br:37])[cH:36]1)=[O:38].[C:39](=[O:40])([O-:41])[O-:42].[CH3:51][CH2:52][O:53][C:54]([CH3:55])=[O:56].[Na+:43].[Na+:44].[O-:59][C:60]([CH3:61])=[O:62].[O-:63][C:64]([CH3:65])=[O:66].[O:45]1[CH2:46][CH2:47][O:48][CH2:49][CH2:50]1.[OH2:57].[Pd+2:58].[cH:67]1[cH:68][cH:69][c:70]([P:71]([Pd:72]([P:73]([c:74]2[cH:75][cH:76][cH:77][cH:78][cH:79]2)([c:80]2[cH:81][cH:82][cH:83][cH:84][cH:85]2)[c:86]2[cH:87][cH:88][cH:89][cH:90][cH:91]2)([P:92]([c:93]2[cH:94][cH:95][cH:96][cH:97][cH:98]2)([c:99]2[cH:100][cH:101][cH:102][cH:103][cH:104]2)[c:105]2[cH:106][cH:107][cH:108][cH:109][cH:110]2)[P:111]([c:112]2[cH:113][cH:114][cH:115][cH:116][cH:117]2)([c:118]2[cH:119][cH:120][cH:121][cH:122][cH:123]2)[c:124]2[cH:125][cH:126][cH:127][cH:128][cH:129]2)([c:130]2[cH:131][cH:132][cH:133][cH:134][cH:135]2)[c:136]2[cH:137][cH:138][cH:139][cH:140][cH:141]2)[cH:142][cH:143]1>>[c:2]1(-[c:35]2[cH:34][n:33][cH:32][c:31]([C:30]([O:29][C:25]([CH3:26])([CH3:27])[CH3:28])=[O:38])[cH:36]2)[cH:3][c:4]2[c:9]([cH:10][cH:11]1)[O:8][C:7]1([CH2:6][C:5]2=[O:24])[CH2:12][CH2:13][N:14]([C:17](=[O:18])[O:19][C:20]([CH3:21])([CH3:22])[CH3:23])[CH2:15][CH2:16]1. The reactants are COC=1C=C(C=CC1OC)C(CC1=CC=CC=C1)NCC(C=1C=CC(=NC1)Cl)O (N-[1-(3,4-dimethoxyphenyl)-2-phenylethyl]-2-hydroxy-2-(2-chloropyrid-5-yl)-ethylamine), [OH-].[Na+] (sodium hydroxide), OCC1(O)[C@H](O)[C@H](O)[C@H](O)CO1 (Psi). Reagents/catalysts: [Ni] (Ni). Solvent: C(C)O (ethanol). The product is COC=1C=C(C=CC1OC)C(CC1=CC=CC=C1)NCC(C=1C=NC=CC1)O (N-[1-(3,4-Dimethoxyphenyl)-2-phenylethyl]-2-hydroxy-2-(pyridin-3-yl)-ethylamine). As a reaction SMILES: [CH3:1][O:2][C:3]1[CH:4]=[C:5]([CH:11]([NH:19][CH2:20][CH:21]([OH:29])[C:22]2[CH:23]=[CH:24][C:25](Cl)=[N:26][CH:27]=2)[CH2:12][C:13]2[CH:18]=[CH:17][CH:16]=[CH:15][CH:14]=2)[CH:6]=[CH:7][C:8]=1[O:9][CH3:10].[OH-].[Na+].OCC1(OC[C@@H](O)[C@@H](O)[C@H]1O)O>C(O)C.[Ni]>[CH3:1][O:2][C:3]1[CH:4]=[C:5]([CH:11]([NH:19][CH2:20][CH:21]([OH:29])[C:22]2[CH:27]=[N:26][CH:25]=[CH:24][CH:23]=2)[CH2:12][C:13]2[CH:18]=[CH:17][CH:16]=[CH:15][CH:14]=2)[CH:6]=[CH:7][C:8]=1[O:9][CH3:10] |f:1.2|. Procedure details: A solution of N-[1-(3,4-dimethoxyphenyl)-2-phenylethyl]-2-hydroxy-2-(2-chloropyrid-5-yl)-ethylamine (100 mg, 0.26 mmol) in ethanol (7 mL) with 5N sodium hydroxide (0.1 mL, 0.5 mmol) is degassed with argon prior to addition of Ni(R) (100 mg). The mixture is hydrogenated at 40 Psi for overnight and then the catalyst is filtered through Celite and washed with a small amount of ethanol. Evaporation of the filtrate gives the title compound. Starting materials: [Cl-].O[NH3+] (hydroxylammonium chloride), C(O)([O-])=O.[Na+] (sodium hydrogencarbonate), N,N′-carbonyldiimidazole, N12CCCCCC2=NCCC1 (1,8-diazabicyclo[5.4.0]undec-7-ene), FC=1C=C(C=C(C1CN1C(N(C(C2=C1SC(=C2)CC(F)(F)F)=O)CC(=O)C2=C(C=CC=C2)OC)=O)F)C=2C(=CC=CC2)C#N (3′,5′-difluoro-4′-{[3-[2-(2-methoxyphenyl)-2-oxoethyl]-2,4-dioxo-6-(2,2,2-trifluoroethyl)-3,4-dihydrothieno[2,3-d]pyrimidin-1(2H)-yl]methyl}biphenyl-2-carbonitrile). Run in C(Cl)(Cl)Cl (chloroform), CS(=O)C (dimethyl sulfoxide), C(Cl)Cl (methylene chloride), C(Cl)(Cl)Cl (chloroform). Run at temperature 40 celsius, time 30 minute. Yields the product FC=1C=C(C=C(C1CN1C(N(C(C2=C1SC(=C2)CC(F)(F)F)=O)CC(=O)C2=C(C=CC=C2)OC)=O)F)C2=C(C=CC=C2)C2=NOC(N2)=O (1-{[3,5-difluoro-2′-(5-oxo-4,5-dihydro-1,2,4-oxadiazol-3-yl)biphenyl-4-yl]methyl}-3-[2-(2-methoxyphenyl)-2-oxoethyl]-6-(2,2,2-trifluoroethyl)thieno[2,3-d]pyrimidine-2,4(1H,3H)-dione). The yield is 43.0%. RXN SMILES: [Cl-].O[NH3+].[C:4](=[O:7])([O-])[OH:5].[Na+].[F:9][C:10]1[CH:11]=[C:12]([C:45]2[C:46]([C:51]#[N:52])=[CH:47][CH:48]=[CH:49][CH:50]=2)[CH:13]=[C:14]([F:44])[C:15]=1[CH2:16][N:17]1[C:22]2[S:23][C:24]([CH2:26][C:27]([F:30])([F:29])[F:28])=[CH:25][C:21]=2[C:20](=[O:31])[N:19]([CH2:32][C:33]([C:35]2[CH:40]=[CH:39][CH:38]=[CH:37][C:36]=2[O:41][CH3:42])=[O:34])[C:18]1=[O:43].[N:53]12CCCN=C1CCCCC2>C(Cl)(Cl)Cl.C(Cl)Cl.CS(C)=O>[F:9][C:10]1[CH:11]=[C:12]([C:45]2[CH:50]=[CH:49][CH:48]=[CH:47][C:46]=2[C:51]2[NH:53][C:4](=[O:7])[O:5][N:52]=2)[CH:13]=[C:14]([F:44])[C:15]=1[CH2:16][N:17]1[C:22]2[S:23][C:24]([CH2:26][C:27]([F:30])([F:29])[F:28])=[CH:25][C:21]=2[C:20](=[O:31])[N:19]([CH2:32][C:33]([C:35]2[CH:40]=[CH:39][CH:38]=[CH:37][C:36]=2[O:41][CH3:42])=[O:34])[C:18]1=[O:43] |f:0.1,2.3|. Reported procedure: A mixture of hydroxylammonium chloride (0.53 g), sodium hydrogencarbonate (0.77 g) and dimethyl sulfoxide (10 mL) was stirred at 40° C. for 30 min, 3′,5′-difluoro-4′-{[3-[2-(2-methoxyphenyl)-2-oxoethyl]-2,4-dioxo-6-(2,2,2-trifluoroethyl)-3,4-dihydrothieno[2,3-d]pyrimidin-1(2H)-yl]methyl}biphenyl-2-carbonitrile (0.48 g) was added, and the mixture was stirred at 90° C. for 16 hr. The reaction mixture was diluted with chloroform, washed successively with water and saturated brine, and dried over an... As a reaction SMILES: [CH2:1]([Si:8]([CH2:39][C:40]1[CH:45]=[CH:44][CH:43]=[CH:42][CH:41]=1)([CH2:32][C:33]1[CH:38]=[CH:37][CH:36]=[CH:35][CH:34]=1)[O:9][C@H:10]1[CH2:27][CH2:26][C@@:25]2([CH3:28])[C:12](=[CH:13][C@H:14]([OH:31])[C@@H:15]3[C@@H:24]2[CH2:23][CH2:22][C@@:20]2([CH3:21])[C@H:16]3[C@@H:17]3[CH2:30][C@@H:18]3[C:19]2=[O:29])[CH2:11]1)[C:2]1[CH:7]=[CH:6][CH:5]=[CH:4][CH:3]=1.C([O:50]O)(C)(C)C>C1(C)C=CC=CC=1>[CH2:39]([Si:8]([CH2:1][C:2]1[CH:7]=[CH:6][CH:5]=[CH:4][CH:3]=1)([CH2:32][C:33]1[CH:34]=[CH:35][CH:36]=[CH:37][CH:38]=1)[O:9][C@H:10]1[CH2:27][CH2:26][C@@:25]2([CH3:28])[C@@:12]3([O:50][C@@H:13]3[C@H:14]([OH:31])[C@@H:15]3[C@@H:24]2[CH2:23][CH2:22][C@@:20]2([CH3:21])[C@H:16]3[C@@H:17]3[CH2:30][C@@H:18]3[C:19]2=[O:29])[CH2:11]1)[C:40]1[CH:41]=[CH:42][CH:43]=[CH:44][CH:45]=1. Procedure details: 24 g of 3β-tribenzylsilyloxy-7β-hydroxy-15β,16β-methylene-5-androsten-17-one is dissolved in 50 ml of toluene, combined with 500 mg of vanadium(IV) oxide acetylacetonate, and heated to 80° C. A solution of 75 ml tert.-butyl hydroperoxide (10 ml 80% tert.-butyl hydroperoxide in 100 ml of toluene) is added dropwise to the reaction mixture, and the latter is allowed to stand for 1.5 hours at this temperature. After cooling, the mixture is washed with water and saturated sodium chloride solution, dr... Yields the product C(C1=CC=CC=C1)[Si](O[C@@H]1C[C@@]23[C@@H]([C@@H]([C@H]4[C@@H]5[C@H]6[C@@H](C([C@@]5(C)CC[C@@H]4[C@]2(CC1)C)=O)C6)O)O3)(CC3=CC=CC=C3)CC3=CC=CC=C3 (3β-tribenzylsilyloxy-5,6β-epoxy-7β-hydroxy-15β,16β-methylene-5β-androstan-17-one). Conditions: temperature 80 celsius, time 1.5 hour. The solvent is C1(=CC=CC=C1)C (toluene). The reactants are vanadium(IV) oxide acetylacetonate, C(C1=CC=CC=C1)[Si](O[C@@H]1CC2=C[C@@H]([C@H]3[C@@H]4[C@H]5[C@@H](C([C@@]4(C)CC[C@@H]3[C@]2(CC1)C)=O)C5)O)(CC5=CC=CC=C5)CC5=CC=CC=C5 (3β-tribenzylsilyloxy-7β-hydroxy-15β,16β-methylene-5-androsten-17-one), C(C)(C)(C)OO (tert.-butyl hydroperoxide). The reactants are C(C)(C)(C)OC(\C=C\C1=CC=C(C=C1)C=1OC=2N=C(N=CC2N1)OC1=C(C=CC=C1)F)=O ((E)-3-{4-[5-(2-fluoro-phenoxy)-oxazolo[5,4-d]pyrimidin-2-yl]-phenyl}-acrylic acid tert-butyl ester). Solvent: ClCCl (dichloromethane), FC(C(=O)O)(F)F (trifluoroacetic acid). Product: FC1=C(OC=2N=CC3=C(N2)OC(=N3)C3=CC=C(C=C3)/C=C/C(=O)O)C=CC=C1 ((E)-3-{4-[5-(2-Fluoro-phenoxy)-oxazolo[5,4-d]pyrimidin-2-yl]-phenyl}-acrylic acid). The yield is 122.0%. Reaction SMILES: C([O:5][C:6](=[O:32])/[CH:7]=[CH:8]/[C:9]1[CH:14]=[CH:13][C:12]([C:15]2[O:16][C:17]3[N:18]=[C:19]([O:24][C:25]4[CH:30]=[CH:29][CH:28]=[CH:27][C:26]=4[F:31])[N:20]=[CH:21][C:22]=3[N:23]=2)=[CH:11][CH:10]=1)(C)(C)C>ClCCl.FC(F)(F)C(O)=O>[F:31][C:26]1[CH:27]=[CH:28][CH:29]=[CH:30][C:25]=1[O:24][C:19]1[N:20]=[CH:21][C:22]2[N:23]=[C:15]([C:12]3[CH:11]=[CH:10][C:9](/[CH:8]=[CH:7]/[C:6]([OH:32])=[O:5])=[CH:14][CH:13]=3)[O:16][C:17]=2[N:18]=1. Reported procedure: A solution of 145 mg (E)-3-{4-[5-(2-fluoro-phenoxy)-oxazolo[5,4-d]pyrimidin-2-yl]-phenyl}-acrylic acid tert-butyl ester in 2 ml of dichloromethane and 1 ml of trifluoroacetic acid was stirred at room temperature for 1.5 h. Then the mixture was concentrated in vacuo and freeze-dried. 154 mg of the title compound were obtained.